Dataset: the Open Reaction Database (ORD), a public repository of structured organic reaction records. Task: describe an organic reaction: reactants, conditions, products, and yield Starting materials: C(=O)C1=C(C(=C(C=2C(COC21)C2=CC=C(C=C2)C(C)C)C)NC(CC(C)(C)C)=O)C (N-(7-formyl-3-(4-isopropylphenyl)-4,6-dimethyl-2,3-dihydro-1-benzofuran-5-yl)-3,3-dimethylbutanamide), BrC1=CC=CC=C1 (bromobenzene), [Mg] (magnesium), II (iodine). The solvent is C1CCOC1 (THF), C1CCOC1 (THF). Run at time 1 hour. The product is OC(C1=C(C(=C(C=2C(COC21)C2=CC=C(C=C2)C(C)C)C)NC(CC(C)(C)C)=O)C)C2=CC=CC=C2 (N-(7-(Hydroxy(phenyl)methyl)-3-(4-isopropylphenyl)-4,6-dimethyl-2,3-dihydro-1-benzofuran-5-yl)-3,3-dimethylbutanamide). Isolated yield 107.6%. RXN SMILES: Br[C:2]1[CH:7]=[CH:6][CH:5]=[CH:4][CH:3]=1.[Mg].II.[CH:11]([C:13]1[C:21]2[O:20][CH2:19][CH:18]([C:22]3[CH:27]=[CH:26][C:25]([CH:28]([CH3:30])[CH3:29])=[CH:24][CH:23]=3)[C:17]=2[C:16]([CH3:31])=[C:15]([NH:32][C:33](=[O:39])[CH2:34][C:35]([CH3:38])([CH3:37])[CH3:36])[C:14]=1[CH3:40])=[O:12]>C1COCC1>[OH:12][CH:11]([C:2]1[CH:7]=[CH:6][CH:5]=[CH:4][CH:3]=1)[C:13]1[C:21]2[O:20][CH2:19][CH:18]([C:22]3[CH:27]=[CH:26][C:25]([CH:28]([CH3:30])[CH3:29])=[CH:24][CH:23]=3)[C:17]=2[C:16]([CH3:31])=[C:15]([NH:32][C:33](=[O:39])[CH2:34][C:35]([CH3:38])([CH3:37])[CH3:36])[C:14]=1[CH3:40]. Procedure details: A solution of bromobenzene (770 mg, 4.91 mmol) in THF (10 mL) was added under an argon atmosphere to a mixture of magnesium (119 mg, 4.91 mmol) and a catalytic amount of iodine, and the resulting mixture was stirred at room temperature for 20 minutes. To the reaction solution was added dropwise a solution of N-(7-formyl-3-(4-isopropylphenyl)-4,6-dimethyl-2,3-dihydro-1-benzofuran-5-yl)-3,3-dimethylbutanamide (400 mg, 0.98 mmol) obtained in Example 20 in THF (5 mL) and the resulting mixture was st... The solvent is C(Cl)(Cl)Cl (chloroform), C(Cl)(Cl)Cl (chloroform). The reactants are N12CC(C(CC1)CC2)O (3-quinuclidinol), C1CCOS1(=O)=O (propane sultone), N12C(CC(CC1)CC2)O (quinuclidinol), C1CCOS1(=O)=O (propane sultone), N12CC(C(CC1)CC2)O (3-quinuclidinol). Procedure details: 1.91 grams of 3-quinuclidinol was added to a 100 mL round bottom flask containing a stir bar. 50 mL of chloroform was added to the flask and mixture stirred to dissolve the quinuclidinol. The solution was cooled to near 0° C. in an ice bath. 1.83 grams of propane sultone was dissolved in 8 mL of chloroform in a test tube and then added dropwise to the solution of 3-quinuclidinol with stirring. During the addition of the propane sultone a white solid began to precipitate from solution. Following ... Yields the product [N+]12(CCC(CC1)CC2)CCCS(=O)(=O)[O-] (3-(1-azoniabicyclo[2.2.2]oct-1-yl)propane-1-sulfonate). Isolated yield 97.8%. Reaction conditions: temperature 0 celsius. As a reaction SMILES: [N:1]12[CH2:8][CH2:7][CH:4]([CH2:5][CH2:6]1)[CH:3](O)[CH2:2]2.N12CCC(CC1)CC2O.[CH2:19]1[S:23](=[O:25])(=[O:24])[O:22][CH2:21][CH2:20]1>C(Cl)(Cl)Cl>[N+:1]12([CH2:21][CH2:20][CH2:19][S:23]([O-:25])(=[O:24])=[O:22])[CH2:8][CH2:7][CH:4]([CH2:5][CH2:6]1)[CH2:3][CH2:2]2. Starting materials: O=C([O-])[O-], COc1cc(OC)cc(C(C)(C)CCCCC#C[Si](C)(C)C)c1, CO, [K+], [K+], O. The product is C#CCCCCC(C)(C)c1cc(OC)cc(OC)c1. As a reaction SMILES: [C:24](=[O:25])([O-:26])[O-:27].[CH3:1][O:2][c:3]1[cH:4][c:5]([C:11]([CH2:12][CH2:13][CH2:14][CH2:15][C:16]#[C:17][Si:18]([CH3:19])([CH3:20])[CH3:21])([CH3:22])[CH3:23])[cH:6][c:7]([O:9][CH3:10])[cH:8]1.[CH3:30][OH:31].[K+:28].[K+:29].[OH2:32]>>[CH3:1][O:2][c:3]1[cH:4][c:5]([C:11]([CH2:12][CH2:13][CH2:14][CH2:15][C:16]#[CH:17])([CH3:22])[CH3:23])[cH:6][c:7]([O:9][CH3:10])[cH:8]1. Reactants: NO (NH2OH), C(#N)C=1C=CC(=C(C1)NC(=O)C1=CN=C2N1C=C(C=C2)F)C (N-(5-cyano-2-methylphenyl)-6-fluoroimidazo[1,2-a]pyridine-3-carboxamide). Reaction conditions: temperature 60 celsius. The product is FC=1C=CC=2N(C1)C(=CN2)C(=O)NC2=C(C=CC(=C2)/C(/N)=N/O)C ((Z)-6-fluoro-N-(5-(N′-hydroxycarbamimidoyl)-2-methylphenyl)imidazo[1,2-a]pyridine-3-carboxamide). As a reaction SMILES: [NH2:1][OH:2].[C:3]([C:5]1[CH:6]=[CH:7][C:8]([CH3:24])=[C:9]([NH:11][C:12]([C:14]2[N:18]3[CH:19]=[C:20]([F:23])[CH:21]=[CH:22][C:17]3=[N:16][CH:15]=2)=[O:13])[CH:10]=1)#[N:4]>>[F:23][C:20]1[CH:21]=[CH:22][C:17]2[N:18]([C:14]([C:12]([NH:11][C:9]3[CH:10]=[C:5](/[C:3](=[N:1]/[OH:2])/[NH2:4])[CH:6]=[CH:7][C:8]=3[CH3:24])=[O:13])=[CH:15][N:16]=2)[CH:19]=1. Procedure: NH2OH (5 mL, 16.1 mmol) was added in one portion to a stirred suspension of N-(5-cyano-2-methylphenyl)-6-fluoroimidazo[1,2-a]pyridine-3-carboxamide (39) (0.95 g, 3.23 mmol). The resulting suspension was heated at 60° C. overnight and then cooled to 0° C. The product, (Z)-6-fluoro-N-(5-(N′-hydroxycarbamimidoyl)-2-methylphenyl)imidazo[1,2-a]pyridine-3-carboxamide (40) was collected by filtration. MS m/z 328.1 (M+1)+. Starting materials: CI (methyl iodide), COC=1C(=NSN1)C=1C=NC=CC1 (3-(4-methoxy-1,2,5-thiadiazol-3-yl)pyridine). The solvent is CC(=O)C (acetone). Run at time 18 hour. Yields the product [I-].COC=1C(=NSN1)C=1C=[N+](C=CC1)C (3-(4-methoxy-1,2,5-thiadiazol-3-yl)-1-methyl-pyridinium iodide). As a reaction SMILES: [CH3:1][I:2].[CH3:3][O:4][C:5]1[C:6]([C:10]2[CH:11]=[N:12][CH:13]=[CH:14][CH:15]=2)=[N:7][S:8][N:9]=1>CC(C)=O>[I-:2].[CH3:3][O:4][C:5]1[C:6]([C:10]2[CH:11]=[N+:12]([CH3:1])[CH:13]=[CH:14][CH:15]=2)=[N:7][S:8][N:9]=1 |f:3.4|. Reported procedure: A mixture of methyl iodide (0.37 ml, 6 mmol) and 3-(4-methoxy-1,2,5-thiadiazol-3-yl)pyridine (500 mg, 2.5 mmol) in acetone (10 ml) was stirred at room temperature for 18 h. The title compound precipitated from the solution and was collected by filtration. Yield: 1.0 g (100%). The reactants are C(C1=CC=CC=C1)C=1OC(=C(N1)C)OCC (2-benzyl-4-methyl-5-ethoxy-oxazole), C(C)(C)C1OCC=CCO1 (2-isopropyl-4,7-dihydro-1,3-dioxepine). Conditions: temperature 180 celsius. Yields the product C(C)(C)C1OCC2=C(C(=NC(=C2O)C)CC2=CC=CC=C2)CO1 (3-Isopropyl-6-benzyl-8-methyl-1,5-dihydro-[1,3]dioxepino[5,6-c]pyridin-9-ol). RXN SMILES: [CH2:1]([C:8]1O[C:10]([O:14]CC)=[C:11]([CH3:13])[N:12]=1)[C:2]1[CH:7]=[CH:6][CH:5]=[CH:4][CH:3]=1.[CH:17]([CH:20]1[O:26][CH2:25][CH:24]=[CH:23][CH2:22][O:21]1)([CH3:19])[CH3:18]>>[CH:17]([CH:20]1[O:26][CH2:25][C:24]2[C:8]([CH2:1][C:2]3[CH:3]=[CH:4][CH:5]=[CH:6][CH:7]=3)=[N:12][C:11]([CH3:13])=[C:10]([OH:14])[C:23]=2[CH2:22][O:21]1)([CH3:19])[CH3:18]. Procedure details: A mixture of 12.6 g (60 millimoles) of 2-benzyl-4-methyl-5-ethoxy-oxazole and 42.6 g (300 millimoles) of 2-isopropyl-4,7-dihydro-1,3-dioxepine is heated for 5 hours at 180° C. On cooling the mixture in an ice bath, 4.2 g of 3-isopropyl-6-benzyl-8-methyl-1,5-dihydro-[1,3]dioxepino[5,6-c]pyridin-9-ol crystallize out. A further 2.0 are obtained by evaporating the mother liquor, partitioning the residue between methylene chloride and dilute sodium hydroxide solution and neutralizing the alkaline pha... Reactants: CCOC(=O)C(C)C, COc1ccc(CC#N)cc1OC, CC[O-], CCO, [Na+]. Product: COc1ccc(C(C#N)C(=O)C(C)C)cc1OC. Reaction SMILES: [CH3:14][CH:15]([C:16](=[O:17])[O:18][CH2:19][CH3:20])[CH3:21].[CH3:1][O:2][c:3]1[cH:4][c:5]([CH2:11][C:12]#[N:13])[cH:6][cH:7][c:8]1[O:9][CH3:10].[CH3:23][CH2:24][O-:25].[CH3:26][CH2:27][OH:28].[Na+:22]>>[CH3:1][O:2][c:3]1[cH:4][c:5]([CH:11]([C:12]#[N:13])[C:16]([CH:15]([CH3:14])[CH3:21])=[O:17])[cH:6][cH:7][c:8]1[O:9][CH3:10].